Dataset: the Open Reaction Database (ORD), a public repository of structured organic reaction records. Task: describe an organic reaction: reactants, conditions, products, and yield Starting materials: C=CCOC(=O)N1CCCC(OC)C1CC(=O)CBr, CSc1cc2c(=O)[nH]cnc2cc1Br, C[O-], CO, O=CO, [Na+]. Yields the product C=CCOC(=O)N1CCCC(OC)C1CC(=O)Cn1cnc2cc(Br)c(SC)cc2c1=O. As a reaction SMILES: [Br:21][CH2:22][C:23]([CH2:24][CH:25]1[N:26]([C:33](=[O:34])[O:35][CH2:36][CH:37]=[CH2:38])[CH2:27][CH2:28][CH2:29][CH:30]1[O:31][CH3:32])=[O:39].[Br:4][c:5]1[c:6]([S:16][CH3:17])[cH:7][c:8]2[c:9](=[O:15])[nH:10][cH:11][n:12][c:13]2[cH:14]1.[CH3:18][O-:19].[CH3:40][OH:41].[CH:1]([OH:2])=[O:3].[Na+:20]>>[Br:4][c:5]1[c:6]([S:16][CH3:17])[cH:7][c:8]2[c:9](=[O:15])[n:10]([CH2:22][C:23]([CH2:24][CH:25]3[N:26]([C:33](=[O:34])[O:35][CH2:36][CH:37]=[CH2:38])[CH2:27][CH2:28][CH2:29][CH:30]3[O:31][CH3:32])=[O:39])[cH:11][n:12][c:13]2[cH:14]1. Starting materials: COc1ccc2nc(NC(=O)C(CC3CCCC3)c3ccc(S(=O)(=O)N(CCC(=O)OCc4ccccc4)Cc4cc5ccccc5o4)cc3)sc2n1, C1CCOC1, Cl, [Na+], [OH-], O. Yields the product COc1ccc2nc(NC(=O)C(CC3CCCC3)c3ccc(S(=O)(=O)N(CCC(=O)O)Cc4cc5ccccc5o4)cc3)sc2n1. As a reaction SMILES: [CH2:1]([c:2]1[cH:3][cH:4][cH:5][cH:6][cH:7]1)[O:8][C:9]([CH2:10][CH2:11][N:12]([S:13](=[O:14])(=[O:15])[c:16]1[cH:17][cH:18][c:19]([CH:22]([CH2:23][CH:24]2[CH2:25][CH2:26][CH2:27][CH2:28]2)[C:29]([NH:30][c:31]2[s:32][c:33]3[n:34][c:35]([O:40][CH3:41])[cH:36][cH:37][c:38]3[n:39]2)=[O:42])[cH:20][cH:21]1)[CH2:43][c:44]1[o:45][c:46]2[c:47]([cH:48]1)[cH:49][cH:50][cH:51][cH:52]2)=[O:53].[CH2:57]1[O:58][CH2:59][CH2:60][CH2:61]1.[ClH:56].[Na+:55].[OH-:54].[OH2:62]>>[O:8]=[C:9]([CH2:10][CH2:11][N:12]([S:13](=[O:14])(=[O:15])[c:16]1[cH:17][cH:18][c:19]([CH:22]([CH2:23][CH:24]2[CH2:25][CH2:26][CH2:27][CH2:28]2)[C:29]([NH:30][c:31]2[s:32][c:33]3[n:34][c:35]([O:40][CH3:41])[cH:36][cH:37][c:38]3[n:39]2)=[O:42])[cH:20][cH:21]1)[CH2:43][c:44]1[o:45][c:46]2[c:47]([cH:48]1)[cH:49][cH:50][cH:51][cH:52]2)[OH:53]. The reactants are CO, CN(C(=O)C(C)(C)c1cc(C(F)(F)F)cc(C(F)(F)F)c1)c1cnc(N2CC3COCCN3CC2CO[Si](C)(C)C(C)(C)C)cc1-c1ccc(F)cc1Cl. The product is CN(C(=O)C(C)(C)c1cc(C(F)(F)F)cc(C(F)(F)F)c1)c1cnc(N2CC3COCCN3CC2CO)cc1-c1ccc(F)cc1Cl. As a reaction SMILES: [CH3:55][OH:56].[F:1][C:2]([c:3]1[cH:4][c:5]([C:13]([C:14](=[O:15])[N:16]([CH3:17])[c:18]2[cH:19][n:20][c:21]([N:32]3[CH2:33][CH:34]4[CH2:35][O:36][CH2:37][CH2:38][N:39]4[CH2:40][CH:41]3[CH2:42][O:43][Si:44]([C:45]([CH3:46])([CH3:47])[CH3:48])([CH3:49])[CH3:50])[cH:22][c:23]2-[c:24]2[c:25]([Cl:31])[cH:26][c:27]([F:30])[cH:28][cH:29]2)([CH3:51])[CH3:52])[cH:6][c:7]([C:9]([F:10])([F:11])[F:12])[cH:8]1)([F:53])[F:54]>>[F:1][C:2]([c:3]1[cH:4][c:5]([C:13]([C:14](=[O:15])[N:16]([CH3:17])[c:18]2[cH:19][n:20][c:21]([N:32]3[CH2:33][CH:34]4[CH2:35][O:36][CH2:37][CH2:38][N:39]4[CH2:40][CH:41]3[CH2:42][OH:43])[cH:22][c:23]2-[c:24]2[c:25]([Cl:31])[cH:26][c:27]([F:30])[cH:28][cH:29]2)([CH3:51])[CH3:52])[cH:6][c:7]([C:9]([F:10])([F:11])[F:12])[cH:8]1)([F:53])[F:54]. The reactants are C(C1=CC=CC=C1)OC=1C=C(C=CC1N1S(NC(C1)=O)(=O)=O)CCC(=O)N(C)C(C)C (3-[3-benzyloxy-4-(1,1,4-trioxo-1,2,5-thiadiazolidin-2-yl)-phenyl]-N-isopropyl-N-methylpropionamide). Reagents/catalysts: [Pd] (Pd/C). Solvent: CCOC(=O)C (EtOAc). Conditions: time 18 hour. Product: OC=1C=C(C=CC1N1S(NC(C1)=O)(=O)=O)CCC(=O)N(C)C(C)C (3-[3-Hydroxy-4-(1,1,4-trioxo-1,2,5-thiadiazolidin-2-yl)-phenyl]-N-isopropyl-N-methylpropionamide). As a reaction SMILES: C([O:8][C:9]1[CH:10]=[C:11]([CH2:23][CH2:24][C:25]([N:27]([CH:29]([CH3:31])[CH3:30])[CH3:28])=[O:26])[CH:12]=[CH:13][C:14]=1[N:15]1[CH2:19][C:18](=[O:20])[NH:17][S:16]1(=[O:22])=[O:21])C1C=CC=CC=1>CCOC(C)=O.[Pd]>[OH:8][C:9]1[CH:10]=[C:11]([CH2:23][CH2:24][C:25]([N:27]([CH:29]([CH3:31])[CH3:30])[CH3:28])=[O:26])[CH:12]=[CH:13][C:14]=1[N:15]1[CH2:19][C:18](=[O:20])[NH:17][S:16]1(=[O:22])=[O:21]. Procedure details: A mixture of 3-[3-benzyloxy-4-(1,1,4-trioxo-1,2,5-thiadiazolidin-2-yl)-phenyl]-N-isopropyl-N-methylpropionamide (0.06 g) and 10% Pd/C (0.03 g) in EtOAc (25 mL) is hydrogenated at 1 atm for 18 h. The catalyst is filtered through Celite and the solvent is removed under reduced pressure. The residual gum is purified by preparative HPLC to afford the title compound as a grey solid: 1H NMR (DMSO-d6□7.21 (d, J=8.08 Hz, 1H), 6.73 (s, 1H), 6.66 (d, J=8.08 Hz, 1H), 4.71-4.64 (m, 0.65H), 4.23 (s, 2H), 4.1... Run at temperature 80 celsius, time 2 hour. Starting materials: C(C)OC(CC1=CC(=C(C=C1)OC)OC1=C(C=C(C=C1)Cl)CBr)=O ([3-(2-Bromomethyl-4-chloro-phenoxy)-4-methoxy-phenyl]-acetic acid ethyl ester), O1CCOCC1 (1,4-dioxane), O1[C-]=NC(C1)=O (2-oxazolidone), [H-].[Na+] (sodium hydride). Reported procedure: [3-(2-Bromomethyl-4-chloro-phenoxy)-4-methoxy-phenyl]-acetic acid ethyl ester (0.15 g, 0.36 mmol), 2-oxazolidone (0.063 g, 0.72 mmol), and sodium hydride (60% in mineral oil; 0.03 g, 0.72 mmol) were combined in 1,4-dioxane (10 mL) and stirred at 80° C. for 2 hours. The mixture was cooled to room temperature to give the title compound, which was used directly as a crude solution in the hydrolysis step. The product is C(C)OC(CC1=CC(=C(C=C1)OC)OC1=C(C=C(C=C1)Cl)CN1C(OCC1)=O)=O ({3-[4-Chloro-2-(2-oxo-oxazolidin-3-ylmethyl)-phenoxy]-4-methoxy-phenyl}-acetic acid ethyl ester). RXN SMILES: [CH2:1]([O:3][C:4](=[O:24])[CH2:5][C:6]1[CH:11]=[CH:10][C:9]([O:12][CH3:13])=[C:8]([O:14][C:15]2[CH:20]=[CH:19][C:18]([Cl:21])=[CH:17][C:16]=2[CH2:22]Br)[CH:7]=1)[CH3:2].[O:25]1[CH2:29][C:28](=O)[N:27]=[C-:26]1.[H-].[Na+].[O:33]1CCOCC1>>[CH2:1]([O:3][C:4](=[O:24])[CH2:5][C:6]1[CH:11]=[CH:10][C:9]([O:12][CH3:13])=[C:8]([O:14][C:15]2[CH:20]=[CH:19][C:18]([Cl:21])=[CH:17][C:16]=2[CH2:22][N:27]2[CH2:28][CH2:29][O:25][C:26]2=[O:33])[CH:7]=1)[CH3:2] |f:2.3|. Starting materials: COc1ccc2c(c1)sc1nc(C(O)C3CC3)cn12, CCOCC, CCO, ClC(Cl)Cl. Product: COc1ccc2c(c1)sc1nc(C(=O)C3CC3)cn12. Reaction SMILES: [CH3:1][O:2][c:3]1[cH:4][c:5]2[c:6]([n:7]3[c:8]([s:9]2)[n:10][c:11]([CH:13]([OH:14])[CH:15]2[CH2:16][CH2:17]2)[cH:12]3)[cH:18][cH:19]1.[CH3:20][CH2:21][O:22][CH2:23][CH3:24].[CH3:25][CH2:26][OH:27].[CH:28]([Cl:29])([Cl:30])[Cl:31]>>[CH3:1][O:2][c:3]1[cH:4][c:5]2[c:6]([n:7]3[c:8]([s:9]2)[n:10][c:11]([C:13](=[O:14])[CH:15]2[CH2:16][CH2:17]2)[cH:12]3)[cH:18][cH:19]1. Starting materials: CC(=O)OC(C)=O, Cc1ccccc1-n1c(C)nc2ccsc2c1=O, [Cl-], [Cl-], O=Cc1ccccc1F, [Zn+2]. Yields the product Cc1ccccc1-n1c(C=Cc2ccccc2F)nc2ccsc2c1=O. Reaction SMILES: [CH3:19][C:20]([O:21][C:22](=[O:23])[CH3:24])=[O:25].[CH3:1][c:2]1[n:3](-[c:12]2[c:13]([CH3:18])[cH:14][cH:15][cH:16][cH:17]2)[c:4](=[O:11])[c:5]2[c:6]([n:7]1)[cH:8][cH:9][s:10]2.[Cl-:35].[Cl-:37].[F:26][c:27]1[c:28]([CH:29]=[O:30])[cH:31][cH:32][cH:33][cH:34]1.[Zn+2:36]>>[CH:1]([c:2]1[n:3](-[c:12]2[c:13]([CH3:18])[cH:14][cH:15][cH:16][cH:17]2)[c:4](=[O:11])[c:5]2[c:6]([n:7]1)[cH:8][cH:9][s:10]2)=[CH:29][c:28]1[c:27]([F:26])[cH:34][cH:33][cH:32][cH:31]1.